From a dataset of the Open Reaction Database (ORD), a public repository of structured organic reaction records. describe an organic reaction: reactants, conditions, products, and yield Reactants: FC(S(=O)(=O)OC1=CN=C2C(=N1)N=C(C=C2)OCC2=CC=C(C=C2)OC)(F)F (6-({[4-(Methyloxy)phenyl]methyl}oxy)pyrido[2,3-b]pyrazin-3-yl trifluoromethanesulfonate), [Br-] (bromide). The reagents and catalysts are [Br-].C(CCC)[N+](CCCC)(CCCC)CCCC (tetrabutylammonium bromide), [Br-].C(CCC)[N+](CCCC)(CCCC)CCCC (tetrabutylammonium bromide). The solvent is C1(=CC=CC=C1)C (toluene). Conditions: temperature 85 celsius. Product: BrC1=CN=C2C(=N1)N=C(C=C2)OCC2=CC=C(C=C2)OC (3-bromo-6-({[4-(methyloxy)phenyl]methyl}oxy)pyrido[2,3-b]pyrazine). Yield: 102.6%. As a reaction SMILES: FC(F)(F)S(O[C:7]1[N:12]=[C:11]2[N:13]=[C:14]([O:17][CH2:18][C:19]3[CH:24]=[CH:23][C:22]([O:25][CH3:26])=[CH:21][CH:20]=3)[CH:15]=[CH:16][C:10]2=[N:9][CH:8]=1)(=O)=O.[Br-:29]>C1(C)C=CC=CC=1.[Br-].C([N+](CCCC)(CCCC)CCCC)CCC>[Br:29][C:7]1[N:12]=[C:11]2[N:13]=[C:14]([O:17][CH2:18][C:19]3[CH:24]=[CH:23][C:22]([O:25][CH3:26])=[CH:21][CH:20]=3)[CH:15]=[CH:16][C:10]2=[N:9][CH:8]=1 |f:3.4|. Procedure details: 6-({[4-(Methyloxy)phenyl]methyl}oxy)pyrido[2,3-b]pyrazin-3-yl trifluoromethanesulfonate (1.39 g, 3.35 mmol) was dissolved in dry toluene (100 mL) under argon and tetrabutylammonium bromide (2.16 g, 6.7 mmol) was added. The reaction was heated at 85° C. for 4 h; 1.08 g of tetrabutylammonium bromide were added and the reaction was heated at 90° C. for another 6 h; 0.54 g of bromide were added and the reaction was heated for 3 h. The reaction was cooled to rt, the toluene was evaporated, the residu... The product is N#Cc1ccc2c(c1)C(CO)CC2. RXN SMILES: [Br:1][c:2]1[cH:3][cH:4][c:5]2[c:9]([cH:10]1)[CH:8]([CH2:11][OH:12])[CH2:7][CH2:6]2.[C-:16]#[N:17].[CH3:19][N:20]1[CH2:21][CH2:22][CH2:23][C:24]1=[O:25].[Cu:13][C:14]#[N:15].[Na+:18]>>[c:2]1([C:14]#[N:15])[cH:3][cH:4][c:5]2[c:9]([cH:10]1)[CH:8]([CH2:11][OH:12])[CH2:7][CH2:6]2. The reactants are OCC1CCc2ccc(Br)cc21, [C-]#N, CN1CCCC1=O, N#C[Cu], [Na+]. Yields the product C(C)(=O)S[C@H]1C[C@@H](N(C1)C(=O)OC(C)(C)C)CN(S(N)(=O)=O)C(=O)OC(C)(C)C ((2R,4S)-4-acetylthio-1-t-butoxycarbonyl-2-(N-t-butoxycarbonyl-N-sulfamoylamino)methylpyrrolidine). As a reaction SMILES: S(N)(N)(=O)=O.[C:6]([S:9][C@@H:10]1[CH2:14][N:13]([C:15]([O:17][C:18]([CH3:21])([CH3:20])[CH3:19])=[O:16])[C@@H:12]([CH2:22]O)[CH2:11]1)(=[O:8])[CH3:7].C1(P(C2C=CC=CC=2)C2C=CC=CC=2)C=CC=CC=1.[C:43]([O:47][C:48]([NH:50][S:51]([NH2:54])(=[O:53])=[O:52])=[O:49])([CH3:46])([CH3:45])[CH3:44].C(OC(N=NC(OCC)=O)=O)C>O1CCCC1.C1(C)C=CC=CC=1>[C:6]([S:9][C@@H:10]1[CH2:14][N:13]([C:15]([O:17][C:18]([CH3:19])([CH3:20])[CH3:21])=[O:16])[C@@H:12]([CH2:22][N:50]([C:48]([O:47][C:43]([CH3:46])([CH3:45])[CH3:44])=[O:49])[S:51](=[O:52])(=[O:53])[NH2:54])[CH2:11]1)(=[O:8])[CH3:7]. The reactants are C1(=CC=CC=C1)P(C1=CC=CC=C1)C1=CC=CC=C1 (triphenylphosphine), C(C)(C)(C)OC(=O)NS(=O)(=O)N (N-t-butoxycarbonylsulfamide), C(C)OC(=O)N=NC(=O)OCC (azodicarboxylic acid diethyl ester), S(=O)(=O)(N)N (sulfamide), C(C)(=O)S[C@H]1C[C@@H](N(C1)C(=O)OC(C)(C)C)CO ((2R,4S)-4-acetylthio-1-t-butoxycarbonylpyrrolidine-2-methanol). Run in O1CCCC1 (tetrahydrofuran), C1(=CC=CC=C1)C (toluene). Procedure: Preparation of a sulfamide compound To a solution of (2R,4S)-4-acetylthio-1-t-butoxycarbonylpyrrolidine-2-methanol (i.e., a substrate) in tetrahydrofuran (THF), triphenylphosphine (PPh3), N-t-butoxycarbonylsulfamide (BSMD), and azodicarboxylic acid diethyl ester (DEAD) are successively added under ice cooling. The conditions for this reaction are shown in Table 2, Step A-6. The reaction mixture is diluted with toluene, concentrated, diluted with toluene, and the formed crystals are filtered off.... The reactants are C(C)OC(C[N+]#[C-])=O (isocyanoacetic acid ethyl ester), C(C)OC(C(COCC1=CC=CC=C1)=C)OCC (3-benzyloxy-2-methylenepropionaldehyde-diethylacetal), O.C1(=CC=C(C=C1)S(=O)(=O)O)C (p-toluenesulfonic acid monohydrate). The reagents and catalysts are [Cu-]=O (copper(I) oxide). The solvent is C1(=CC=CC=C1)C (toluene), CC(=O)C (acetone), C(Cl)Cl (methylene chloride). Reaction conditions: time 1 hour. Yields the product C(C)OC(C(C(C(COCC1=CC=CC=C1)=C)O)NC=O)=O (5-benzyloxy-2-formylamino-3-hydroxy-4-methylenepentanoic acid ethyl ester). As a reaction SMILES: C(O[CH:4]([O:16]CC)[C:5](=[CH2:15])[CH2:6][O:7][CH2:8][C:9]1[CH:14]=[CH:13][CH:12]=[CH:11][CH:10]=1)C.O.C1(C)C=CC(S(O)(=O)=[O:27])=CC=1.[CH2:31]([O:33][C:34](=[O:38])[CH2:35][N+:36]#[C-:37])[CH3:32]>CC(C)=O.C(Cl)Cl.C1(C)C=CC=CC=1.[Cu-]=O>[CH2:31]([O:33][C:34](=[O:38])[CH:35]([NH:36][CH:37]=[O:27])[CH:4]([OH:16])[C:5](=[CH2:15])[CH2:6][O:7][CH2:8][C:9]1[CH:10]=[CH:11][CH:12]=[CH:13][CH:14]=1)[CH3:32] |f:1.2|. Reported procedure: 4.8 g (19.1 mmol) of 3-benzyloxy-2-methylenepropionaldehyde-diethylacetal and 0.36 g (1.9 mmol) of p-toluenesulfonic acid monohydrate are stirred for 3 hours in 60 ml of acetone. The mixture is diluted with 400 ml of methylene chloride, extracted with N-KHCO3 solution and saturated sodium chloride solution, dried over Na2SO4, filtered and concentrated by evaporation. The 3-benzyloxy-2-methylenepropanol that remains (yellow liquid) is placed at room temperature, without further purification, toge... Reactants: C(C)(C)(C)OC(=O)NC(C1=NC=CC=C1)[C@H]1CNCC1 (3-(R)-[1-Tert-butoxycarbonylamino-1-(2-pyridyl)methyl]pyrrolidine), C(C)#N (acetonitrile), NC1=C2C(C(=CN(C2=C(C(=C1F)F)F)[C@H]1[C@H](C1)F)C(=O)O)=O (5-amino-6,7,8-trifluoro-1-[2-(S)-fluoro-1-(R)-cyclopropyl]-1,4-dihydro-4-oxoquinoline-3-carboxylic acid). Solvent: C(C)N(CC)CC (triethylamine). Conditions: time 1 hour. Yields the product NC1=C2C(C(=CN(C2=C(C(=C1F)N1C[C@@H](CC1)C(C1=NC=CC=C1)N)F)[C@H]1[C@H](C1)F)C(=O)O)=O (5-Amino-7-{3-(R)-[1-amino-1-(2-pyridyl)methyl]-1-pyrrolidinyl}-6,8-difluoro-1-[(1R,2S)-2-fluorocyclopropyl]-1,4-dihydro-4-oxoquinoline-3-carboxylic acid). Isolated yield 53.8%. Reaction SMILES: C(OC([NH:8][CH:9]([C@@H:16]1[CH2:20][CH2:19][NH:18][CH2:17]1)[C:10]1[CH:15]=[CH:14][CH:13]=[CH:12][N:11]=1)=O)(C)(C)C.C(#N)C.[NH2:24][C:25]1[C:34]([F:35])=[C:33](F)[C:32]([F:37])=[C:31]2[C:26]=1[C:27](=[O:45])[C:28]([C:42]([OH:44])=[O:43])=[CH:29][N:30]2[C@@H:38]1[CH2:40][C@@H:39]1[F:41]>C(N(CC)CC)C>[NH2:24][C:25]1[C:34]([F:35])=[C:33]([N:18]2[CH2:19][CH2:20][C@@H:16]([CH:9]([NH2:8])[C:10]3[CH:15]=[CH:14][CH:13]=[CH:12][N:11]=3)[CH2:17]2)[C:32]([F:37])=[C:31]2[C:26]=1[C:27](=[O:45])[C:28]([C:42]([OH:44])=[O:43])=[CH:29][N:30]2[C@@H:38]1[CH2:40][C@@H:39]1[F:41]. Procedure details: 3-(R)-[1-Tert-butoxycarbonylamino-1-(2-pyridyl)methyl]pyrrolidine [F2] (0.535 mmol) was added to an acetonitrile suspension (5 ml) of 5-amino-6,7,8-trifluoro-1-[2-(S)-fluoro-1-(R)-cyclopropyl]-1,4-dihydro-4-oxoquinoline-3-carboxylic acid (169 mg, 0.534 mmol), and the mixture was heated under reflux for 19 hours in the presence of triethylamine (0.5 ml). After cooling, the solvent of the reaction solution was evaporated under a reduced pressure. The resulting residue was dissolved in chloroform (...